Dataset: the Open Reaction Database (ORD), a public repository of structured organic reaction records. Task: describe an organic reaction: reactants, conditions, products, and yield The reactants are BrC1=CC=C(C=C1)C1=C(C=C2C(=N1)N=C(N2COCC[Si](C)(C)C)S(=O)(=O)C)Cl (5-(4-bromophenyl)-6-chloro-2-(methylsulfonyl)-1-((2-(trimethylsilyl)-ethoxy)methyl)-1H-imidazo[4,5-b]pyridine), C1(=CC=CC=C1)C1OC[C@@H]2[C@@H](O1)C[C@H](CO2)O ((4aR,7R,8aS)-2-phenylhexahydropyrano[3,2-d][1,3]dioxin-7-ol), C([O-])([O-])=O.[Cs+].[Cs+] (cesium carbonate). Solvent: CN(C)C=O (DMF), CCOC(=O)C (EtOAc), NH4C water. Reaction conditions: time 8 hour. The product is BrC1=CC=C(C=C1)C1=C(C=C2C(=N1)N=C(N2COCC[Si](C)(C)C)O[C@@H]2C[C@@H]1OC(OC[C@H]1OC2)C2=CC=CC=C2)Cl (5-(4-bromophenyl)-6-chloro-2-(((4aR,7R,8aS)-2-phenylhexahydropyrano[3,2-d][1,3]dioxin-7-yl)oxy)-1-((2-(trimethylsilyl)ethoxy)methyl)-1H-imidazo[4,5-b]pyridine). Reaction SMILES: [Br:1][C:2]1[CH:7]=[CH:6][C:5]([C:8]2[N:13]=[C:12]3[N:14]=[C:15](S(C)(=O)=O)[N:16]([CH2:17][O:18][CH2:19][CH2:20][Si:21]([CH3:24])([CH3:23])[CH3:22])[C:11]3=[CH:10][C:9]=2[Cl:29])=[CH:4][CH:3]=1.[C:30]1([CH:36]2[O:41][C@H:40]3[CH2:42][C@@H:43]([OH:46])[CH2:44][O:45][C@@H:39]3[CH2:38][O:37]2)[CH:35]=[CH:34][CH:33]=[CH:32][CH:31]=1.C(=O)([O-])[O-].[Cs+].[Cs+]>CN(C=O)C.CCOC(C)=O>[Br:1][C:2]1[CH:7]=[CH:6][C:5]([C:8]2[N:13]=[C:12]3[N:14]=[C:15]([O:46][C@H:43]4[CH2:44][O:45][C@H:39]5[C@@H:40]([O:41][CH:36]([C:30]6[CH:31]=[CH:32][CH:33]=[CH:34][CH:35]=6)[O:37][CH2:38]5)[CH2:42]4)[N:16]([CH2:17][O:18][CH2:19][CH2:20][Si:21]([CH3:24])([CH3:23])[CH3:22])[C:11]3=[CH:10][C:9]=2[Cl:29])=[CH:4][CH:3]=1 |f:2.3.4|. Reported procedure: 5-(4-bromophenyl)-6-chloro-2-(methylsulfonyl)-1-((2-(trimethylsilyl)-ethoxy)methyl)-1H-imidazo[4,5-b]pyridine (2.6 g, 5.03 mmol), (4aR,7R,8aS)-2-phenylhexahydropyrano[3,2-d][1,3]dioxin-7-ol (1.307 g, 5.53 mmol), and cesium carbonate (4.92 g, 15.09 mmol) were dissolved in DMF (25.1 mL). The reaction mixture was stirred overnight at rt, then diluted with EtOAc and saturated NH4C/water (50:50). The aqueous phase was extracted with EtOAc (×2) and the combined extracts were washed with sat. NaHCO3 an... Starting materials: FC(C1=NC(=CC(=C1C(=O)OCC)O)C(F)(F)F)(F)F (Ethyl 2,6-bis(trifluoromethyl)-4-hydroxy-3-pyridinecarboxylate), C(C)I (ethyl iodide). The product is FC(C1=NC(=CC(=C1C(=O)OCC)OCC)C(F)(F)F)(F)F (Ethyl 2,6-bis(trifluoromethyl)-4-ethoxy-3-pyridinecarboxylate). Isolated yield 77.0%. RXN SMILES: [F:1][C:2]([F:20])([F:19])[C:3]1[C:8]([C:9]([O:11][CH2:12][CH3:13])=[O:10])=[C:7]([OH:14])[CH:6]=[C:5]([C:15]([F:18])([F:17])[F:16])[N:4]=1.[CH2:21](I)[CH3:22]>>[F:20][C:2]([F:19])([F:1])[C:3]1[C:8]([C:9]([O:11][CH2:12][CH3:13])=[O:10])=[C:7]([O:14][CH2:21][CH3:22])[CH:6]=[C:5]([C:15]([F:18])([F:17])[F:16])[N:4]=1. Reported procedure: This material was prepared following the procedure of Example 4 in 77% yield from product of Example 2 and ethyl iodide as a white solid; mp 57°-59° C. Reactants: BrCC1=CC=C(C=C1)CBr (α,α'-dibromo-p-xylene), C(C)N(C(C1=CN=CC=C1)=O)CC (N,N-diethylnicotinamide). Run in CC(=O)C (acetone), C(C)O (ethanol). Product: Br.Br.C(C)N(C(=O)C1CN(CCC1)C1=C(C=CC(=C1)C)C)CC (3-(N,N-diethylcarbamoyl)piperidino-p-xylene dihydrobromide), α,α'-bis[3-(N,N-diethylcarbamoyl)pyridinium] p-xylene dihydrobromide. The yield is 24.9%. Reaction SMILES: [Br:1][CH2:2][C:3]1[CH:8]=[CH:7][C:6]([CH2:9]Br)=[CH:5][CH:4]=1.[CH2:11]([N:13]([CH2:22][CH3:23])[C:14](=[O:21])[C:15]1[CH:20]=[CH:19][CH:18]=[N:17][CH:16]=1)[CH3:12]>CC(C)=O.C(O)C>[BrH:1].[BrH:1].[CH2:22]([N:13]([CH2:11][CH3:12])[C:14]([CH:15]1[CH2:20][CH2:19][CH2:18][N:17]([C:7]2[CH:8]=[C:3]([CH3:2])[CH:4]=[CH:5][C:6]=2[CH3:9])[CH2:16]1)=[O:21])[CH3:23] |f:4.5.6|. Reported procedure: Racemic (I) was synthesized as described by Quintana, et al. [J. Pharm. Sci. Vol. 54, Pages 785-787 (1965)] which is specifically incorporated herein by reference. Briefly, α,α'-dibromo-p-xylene (30.0 g, 0.11 36 mole) in 400 ml acetone was added to a solution of N,N-diethylnicotinamide (41.93 g, 0.2353 mole) in 700 ml absolute ethanol and refluxed (8.5 h) to yield α,α'-bis[3-(N,N-diethylcarbamoyl)pyridinium]-p-xylene dihydrobromide (36.3 g, 0.0585 mole, mp 267.4°-268.1° C.). Hydrogenation (PtO2,... The reactants are CO, COC(=O)c1ccc(C(OCCc2cncn2C)c2ccc(F)cc2)nc1-c1ccc(F)cc1, [Na+], [OH-], O. Yields the product Cn1cncc1CCOC(c1ccc(F)cc1)c1ccc(C(=O)O)c(-c2ccc(F)cc2)n1. As a reaction SMILES: [CH3:38][OH:39].[F:1][c:2]1[cH:3][cH:4][c:5](-[c:8]2[n:9][c:10]([CH:18]([c:19]3[cH:20][cH:21][c:22]([F:25])[cH:23][cH:24]3)[O:26][CH2:27][CH2:28][c:29]3[cH:30][n:31][cH:32][n:33]3[CH3:34])[cH:11][cH:12][c:13]2[C:14](=[O:15])[O:16][CH3:17])[cH:6][cH:7]1.[Na+:36].[OH-:35].[OH2:37]>>[F:1][c:2]1[cH:3][cH:4][c:5](-[c:8]2[n:9][c:10]([CH:18]([c:19]3[cH:20][cH:21][c:22]([F:25])[cH:23][cH:24]3)[O:26][CH2:27][CH2:28][c:29]3[cH:30][n:31][cH:32][n:33]3[CH3:34])[cH:11][cH:12][c:13]2[C:14](=[O:15])[OH:16])[cH:6][cH:7]1. Reactants: C(C)N(C(C(C)(OC1=CC=C(C=C1)C1=CC=C(C=C1)Br)C)=O)CC (2-methyl-2-[4-(4-bromophenyl)-phenoxy]-propionic acid diethylamide), N1CCCCC1 (piperidine), [H-].[Na+] (NaH). Run in CN(C)P(=O)(N(C)C)N(C)C (HMPA). Product: C(C)N(C(C(C)(OC1=CC=C(C=C1)C1=CC=C(C=C1)N1CCCCC1)C)=O)CC (2-methyl-2-[4-(4-piperidinophenyl)-phenoxy]-propionic acid diethylamide). Reaction SMILES: [CH2:1]([N:3]([CH2:23][CH3:24])[C:4](=[O:22])[C:5]([CH3:21])([O:7][C:8]1[CH:13]=[CH:12][C:11]([C:14]2[CH:19]=[CH:18][C:17](Br)=[CH:16][CH:15]=2)=[CH:10][CH:9]=1)[CH3:6])[CH3:2].[NH:25]1[CH2:30][CH2:29][CH2:28][CH2:27][CH2:26]1.[H-].[Na+]>CN(P(N(C)C)(N(C)C)=O)C>[CH2:1]([N:3]([CH2:23][CH3:24])[C:4](=[O:22])[C:5]([CH3:21])([O:7][C:8]1[CH:13]=[CH:12][C:11]([C:14]2[CH:19]=[CH:18][C:17]([N:25]3[CH2:30][CH2:29][CH2:28][CH2:27][CH2:26]3)=[CH:16][CH:15]=2)=[CH:10][CH:9]=1)[CH3:6])[CH3:2] |f:2.3|. Reported procedure: A mixture of 39 g. of 2-methyl-2-[4-(4-bromophenyl)-phenoxy]-propionic acid diethylamide [obtainable by bromination of 2-methyl-2-(4-phenylphenoxy)-propionic acid diethylamide], 8.5 g. of piperidine, 2.4 g. of NaH, and 60 ml. of HMPA is agitated overnight at 150°. After cooling and the usual working-up operation, 2-methyl-2-[4-(4-piperidinophenyl)-phenoxy]-propionic acid diethylamide is obtained, m.p. 100°-102°. Isolated yield 94.8%. The solvent is C(C)O (ethanol). The reactants are CC(C)(C)OC(=O)N1CCN(CC1)C(=O)NC1(CCCCC1)C(=O)OCC1=CC=CC=C1 (phenylmethyl 1-[N-[4-(2-methyl-2-propyloxycarbonyl)piperazine-1-carbonyl]amino]cyclohexanecarboxylate), [H][H] (hydrogen). Reagents/catalysts: [C].[Pd] (palladium carbon). Reaction SMILES: [CH3:1][C:2]([O:5][C:6]([N:8]1[CH2:13][CH2:12][N:11]([C:14]([NH:16][C:17]2([C:23]([O:25]CC3C=CC=CC=3)=[O:24])[CH2:22][CH2:21][CH2:20][CH2:19][CH2:18]2)=[O:15])[CH2:10][CH2:9]1)=[O:7])([CH3:4])[CH3:3].[H][H]>C(O)C.[C].[Pd]>[CH3:4][C:2]([O:5][C:6]([N:8]1[CH2:13][CH2:12][N:11]([C:14]([NH:16][C:17]2([C:23]([OH:25])=[O:24])[CH2:22][CH2:21][CH2:20][CH2:19][CH2:18]2)=[O:15])[CH2:10][CH2:9]1)=[O:7])([CH3:1])[CH3:3] |f:3.4|. Yields the product CC(C)(C)OC(=O)N1CCN(CC1)C(=O)NC1(CCCCC1)C(=O)O (1-[N-[4-(2-methyl-2-propyloxycarbonyl)piperazine-1-carbonyl]amino]cyclohexanecarboxylic acid). Reported procedure: Further, 4.3 g (9.65 mmol) of the above phenylmethyl 1-[N-[4-(2-methyl-2-propyloxycarbonyl)piperazine-1-carbonyl]amino]cyclohexanecarboxylate was dissolved in 200 ml of ethanol and 400 mg of 10% palladium carbon was suspended thereinto and under air current of hydrogen stirred for 15 hours. The insoluble components were removed from the reaction mixture by filtration. The filtrate was concentrated under reduced pressure, whereby 3.25 g of the captioned 1-[N-[4-(2-methyl-2-propyloxycarbonyl)piper... Starting materials: CC(C)(C)OC(=O)Nc1cnccc1Cl, O=C([O-])[O-], C=CCBr, [Cs+], [Cs+], CN(C)C=O. Yields the product C=CCN(C(=O)OC(C)(C)C)c1cnccc1Cl. Reaction SMILES: [C:1]([CH3:2])([CH3:3])([CH3:4])[O:5][C:6]([NH:7][c:8]1[cH:9][n:10][cH:11][cH:12][c:13]1[Cl:14])=[O:15].[C:20](=[O:21])([O-:22])[O-:23].[CH2:16]([CH:17]=[CH2:18])[Br:19].[Cs+:24].[Cs+:25].[O:26]=[CH:27][N:28]([CH3:29])[CH3:30]>>[C:1]([CH3:2])([CH3:3])([CH3:4])[O:5][C:6]([N:7]([c:8]1[cH:9][n:10][cH:11][cH:12][c:13]1[Cl:14])[CH2:18][CH:17]=[CH2:16])=[O:15]. The solvent is CN(C=O)C (dimethylformamide), O (water), C(C)(=O)OCC (ethyl acetate). Reaction conditions: temperature 80 celsius, time 1 hour. Procedure: To a solution of 2-tert-butyl 3-methyl (1R,3S,4S,6R)-6-[(methylsulfonyl)oxy]-2-azabicyclo[2.2.1]heptane-2,3-dicarboxylate obtained in Example 29-1 (232 mg) in dimethylformamide (2.0 mL) and water (0.4 mL), was added sodium azide (108 mg). The mixture was stirred at 80° C. for 1 hr. The resulting mixture was diluted with ethyl acetate, and washed successively with water and brine. The organic layer was dried over sodium sulfate and evaporated in vacuo. The residue was chromatographed on silica ge... Product: N(=[N+]=[N-])[C@@H]1C[C@H]2[C@H](N([C@@H]1C2)C(=O)OC(C)(C)C)C(=O)OC (2-tert-Butyl 3-methyl (1R,3S,4S,6R)-6-azido-2-azabicyclo[2.2.1]heptane-2,3-dicarboxylate). Starting materials: CS(=O)(=O)O[C@@H]1C[C@H]2[C@H](N([C@@H]1C2)C(=O)OC(C)(C)C)C(=O)OC (2-tert-Butyl 3-methyl (1R,3S,4S,6R)-6-[(methylsulfonyl)oxy]-2-azabicyclo[2.2.1]heptane-2,3-dicarboxylate), [N-]=[N+]=[N-].[Na+] (sodium azide). Isolated yield 88.9%. RXN SMILES: CS(O[C@H:6]1[C@H:11]2[CH2:12][C@H:8]([C@@H:9]([C:20]([O:22][CH3:23])=[O:21])[N:10]2[C:13]([O:15][C:16]([CH3:19])([CH3:18])[CH3:17])=[O:14])[CH2:7]1)(=O)=O.[N-:24]=[N+:25]=[N-:26].[Na+]>CN(C)C=O.O.C(OCC)(=O)C>[N:24]([C@H:6]1[C@H:11]2[CH2:12][C@H:8]([C@@H:9]([C:20]([O:22][CH3:23])=[O:21])[N:10]2[C:13]([O:15][C:16]([CH3:19])([CH3:18])[CH3:17])=[O:14])[CH2:7]1)=[N+:25]=[N-:26] |f:1.2|. Reactants: ClC1=C(C(=NC2=C(C=CC=C12)OC)C)C (4-chloro-2,3-dimethyl-8-methoxyquinoline), B(Br)(Br)Br (boron tribromide). The solvent is ClCCl (dichloromethane). Reaction conditions: time 3 hour. The product is ClC1=C(C(=NC2=C(C=CC=C12)O)C)C (4-chloro-2,3-dimethyl-8-hydroxyquinoline). The yield is 64.1%. Reaction SMILES: [Cl:1][C:2]1[C:11]2[C:6](=[C:7]([O:12]C)[CH:8]=[CH:9][CH:10]=2)[N:5]=[C:4]([CH3:14])[C:3]=1[CH3:15].B(Br)(Br)Br>ClCCl>[Cl:1][C:2]1[C:11]2[C:6](=[C:7]([OH:12])[CH:8]=[CH:9][CH:10]=2)[N:5]=[C:4]([CH3:14])[C:3]=1[CH3:15]. Reported procedure: To a solution of 4-chloro-2,3-dimethyl-8-methoxyquinoline (2.5 g) in dichloromethane (5 ml) was added boron tribromide (22.6 ml) under ice-cooling, and the mixture was stirred for 3 hours. The reaction mixture was extracted with 10% solution of methanol in chloroform, and the organic layer was dried over magnesium sulfate and concentrated. The residue was dissolved in acetonitrile under heating, and the mixture was allowed to cool. The resulting precipitates were collected by filtration to give ...